Task: describe an organic reaction: reactants, conditions, products, and yield. Dataset: the Open Reaction Database (ORD), a public repository of structured organic reaction records Reactants: C(CC(=O)C)(=O)OC(C)(C)C (t-butyl acetoacetate), C1(CC(C(CC1)C(C)C)O)C ((-)-menthol), C(CC(=O)C)(=O)OC(C)(C)C (t-butyl acetoacetate). Run in C1(=CC=CC=C1)C (toluene), C1(=CC=CC=C1)C (toluene). Reaction conditions: temperature 23 celsius. The product is C(CC(=O)C)(=O)O[C@@H]1C[C@@H](CC[C@H]1C(C)C)C ((1R, 3R, 4S)-p-Menth-3-yl Acetoacetate). The yield is 114.5%. As a reaction SMILES: [CH:1]1([CH3:11])[CH2:6][CH2:5][CH:4]([CH:7]([CH3:9])[CH3:8])[CH:3]([OH:10])[CH2:2]1.[C:12](OC(C)(C)C)(=[O:17])[CH2:13][C:14]([CH3:16])=[O:15]>C1(C)C=CC=CC=1>[C:12]([O:10][C@H:3]1[C@H:4]([CH:7]([CH3:8])[CH3:9])[CH2:5][CH2:6][C@@H:1]([CH3:11])[CH2:2]1)(=[O:17])[CH2:13][C:14]([CH3:16])=[O:15]. Procedure details: A solution of (-)-menthol (23.0 g, 147 mmol, 1 equiv) and t-butyl acetoacetate (20.0 mL, 121 mmol, 0.80 equiv) in toluene (50 mL) was heated at reflux for 12 h, then was cooled to 23° C. Volatiles were removed in vacuo and toluene (20 mL) and t-butyl acetoacetate (12.2 mL, 73.5 mmol, 0.50 equiv) were added to the residue. The resulting solution was heated at reflux for 12 h, then was cooled to 23° C. The cooled reaction mixture was concentrated in vacuo and the residue was purified by distillati... Starting materials: B(OCC)(OCC)OCC (triethyl borate), C(C)(C)OC=1C=C(C=CC1Br)C (3-isopropoxy-4-bromotoluene), O1CCCC1 (tetrahydrofuran), solution, C(CCC)[Li] (butyl lithium). The solvent is CCCCCC (hexane). Run at temperature -70 celsius, time 5 minute. The product is C(C)(C)OC1=C(C=CC(=C1)C)B(O)O (2-Isopropoxy-4-methylphenylboronic Acid). As a reaction SMILES: [CH:1]([O:4][C:5]1[CH:6]=[C:7]([CH3:12])[CH:8]=[CH:9][C:10]=1Br)([CH3:3])[CH3:2].O1CCCC1.C([Li])CCC.[B:23](OCC)([O:27]CC)[O:24]CC>CCCCCC>[CH:1]([O:4][C:5]1[CH:6]=[C:7]([CH3:12])[CH:8]=[CH:9][C:10]=1[B:23]([OH:27])[OH:24])([CH3:3])[CH3:2]. Procedure: To a 125 mL 3N round-bottomed flask equipped with N2 inlet and septum were added 3.59 g (15.7 mmol) 3-isopropoxy-4-bromotoluene and 30 mL dry tetrahydrofuran. The solution was cooled to −70° C. and 7.5 mL (18.8 mmol) of a 2.5 M solution of butyl lithium in hexane was added over 5 minutes, and the solution stirred 5 minutes at −70° C. Then 3.2 mL (18.8 mmol) triethyl borate was added, followed by stirring for 5 minutes at −70° C. and then stirring at room temperature for 24 hours. The reaction wa...